From a dataset of the Open Reaction Database (ORD), a public repository of structured organic reaction records. describe an organic reaction: reactants, conditions, products, and yield The solvent is C(C)(=O)OCC (ethyl acetate). The product is NC1=C(C(=C(C(=C1)C)[N+](=O)[O-])C)N (1,2-diamino-3,5-dimethyl4-nitrobenzene). Reaction SMILES: [CH3:1][C:2]1[C:3]([N+:13]([O-])=O)=[C:4]([CH:6]=[C:7]([CH3:12])[C:8]=1[N+:9]([O-:11])=[O:10])[NH2:5].[H][H]>C(OCC)(=O)C>[NH2:5][C:4]1[CH:6]=[C:7]([CH3:12])[C:8]([N+:9]([O-:11])=[O:10])=[C:2]([CH3:1])[C:3]=1[NH2:13]. The yield is 98.6%. Reported procedure: A solution of 3,5-dimethyl-2,4-dinitroaniline (1.5 g, 7 mmol) in ethyl acetate (100 mL) is treated with hydrogen at atmospheric pressure for 2 hours. The mixture is filtered on Celite and the filtrate is rotary evaporated to afford 1,2-diamino-3,5-dimethyl4-nitrobenzene (1.25 g) as a red solid. Reactants: CC=1C(=C(N)C=C(C1[N+](=O)[O-])C)[N+](=O)[O-] (3,5-dimethyl-2,4-dinitroaniline), [H][H] (hydrogen). Reaction SMILES: [CH2:1]([N:8]1[CH2:12][CH:11]2[CH:13]([OH:28])[N:14]([C:17]3[CH:22]=[CH:21][C:20]([O:23][C:24]([F:27])([F:26])[F:25])=[CH:19][CH:18]=3)[C:15](=O)[CH:10]2[CH2:9]1)[C:2]1[CH:7]=[CH:6][CH:5]=[CH:4][CH:3]=1.[BH3-]C#N.[Na+]>FC(F)(F)C(O)=O>[CH2:1]([N:8]1[CH2:9][CH:10]2[CH2:15][N:14]([C:17]3[CH:22]=[CH:21][C:20]([O:23][C:24]([F:27])([F:25])[F:26])=[CH:19][CH:18]=3)[C:13](=[O:28])[CH:11]2[CH2:12]1)[C:2]1[CH:3]=[CH:4][CH:5]=[CH:6][CH:7]=1 |f:1.2|. Run in FC(C(=O)O)(F)F (trifluoroacetic acid). Conditions: time 8 hour. Product: C(C1=CC=CC=C1)N1CC2C(C1)CN(C2=O)C2=CC=C(C=C2)OC(F)(F)F (5-Benzyl-2-(4-trifluoromethoxy-phenyl)-hexahydro-pyrrolo[3,4-c]pyrrol-1-one). Reactants: C(C1=CC=CC=C1)N1CC2C(C1)C(N(C2=O)C2=CC=C(C=C2)OC(F)(F)F)O (5-Benzyl-3-hydroxy-2-(4-trifluoromethoxy-phenyl)-hexahydro-pyrrolo[3,4-c]pyrrol-1-one), [BH3-]C#N.[Na+] (NaCNBH3). Procedure: To a solution of 5-Benzyl-3-hydroxy-2-(4-trifluoromethoxy-phenyl)-hexahydro-pyrrolo[3,4-c]pyrrol-1-one (6.0 g, 15.3 mmol) in trifluoroacetic acid (50 mL) was added NaCNBH3 (1.0 g, 15.3 mmol) and the mixture was stirred at room temperature overnight. Trifluoroacetic acid was removed by reduced pressure and the residue was added to dichloromethane (50 mL). Saturate solution of Na2CO3 (70 mL) was added. The mixture was extracted with dichloromethane (2×60 mL), washed with brine (100 mL), dried over... Isolated yield 69.5%. Starting materials: CCOC(C)=O, CCCCCC, CC1=C2CCC3C(CCC4(C)C(=O)CC(O)C34)C2(C)CCC1=O. Yields the product CC(=O)OC1CC(=O)C2(C)CCC3C(CCC4=C(C)C(=O)CCC43C)C12. As a reaction SMILES: [C:24]([CH3:25])(=[O:26])[O:27][CH2:28][CH3:29].[CH3:30][CH2:31][CH2:32][CH2:33][CH2:34][CH3:35].[OH:1][CH:2]1[CH2:3][C:4](=[O:23])[C:5]2([CH3:6])[CH:7]1[CH:8]1[CH2:9][CH2:10][C:11]3=[C:12]([CH3:22])[C:13](=[O:21])[CH2:14][CH2:15][C:16]3([CH3:17])[CH:18]1[CH2:19][CH2:20]2>>[O:1]([CH:2]1[CH2:3][C:4](=[O:23])[C:5]2([CH3:6])[CH:7]1[CH:8]1[CH2:9][CH2:10][C:11]3=[C:12]([CH3:22])[C:13](=[O:21])[CH2:14][CH2:15][C:16]3([CH3:17])[CH:18]1[CH2:19][CH2:20]2)[C:24]([CH3:25])=[O:26]. The reagents and catalysts are Cl(=O)(=O)(=O)O (perchloric acid). Solvent: CC(=O)C (acetone). The yield is 44.1%. Procedure: In 10 ml of acetone was dissolved 100 mg of 20-(1,3-dioxolan-2-yl)-1α-acetoxy-3β-(methoxymethyl)oxypregna-5,7-diene, followed by addition of one drop of 70% perchloric acid, and the mixture was refluxed in an atmosphere of argon gas for 2 hours. The reaction mixture was then worked up in the same manner as Example 156 to give 40 mg of 1α-acetoxy-3β-(methoxymethyl)oxypregna-5,7-diene-20-carbaldehyde showing the following physical properties. Reactants: O1C(OCC1)C(C)[C@H]1CC[C@H]2C3=CC=C4C[C@H](C[C@@H]([C@]4(C)[C@H]3CC[C@]12C)OC(C)=O)OCOC (20-(1,3-dioxolan-2-yl)-1α-acetoxy-3β-(methoxymethyl)oxypregna-5,7-diene). Yields the product C(C)(=O)O[C@H]1C[C@@H](CC2=CC=C3[C@@H]4CC[C@H](C(C)C=O)[C@]4(CC[C@@H]3[C@@]12C)C)OCOC (1α-acetoxy-3β-(methoxymethyl)oxypregna-5,7-diene-20-carbaldehyde). Reaction SMILES: [O:1]1CCO[CH:2]1[CH:6]([C@@H:8]1[C@:25]2([CH3:26])[C@H:11]([C:12]3[C@H:22]([CH2:23][CH2:24]2)[C@:20]2([CH3:21])[C:15]([CH2:16][C@@H:17]([O:31][CH2:32][O:33][CH3:34])[CH2:18][C@@H:19]2[O:27][C:28](=[O:30])[CH3:29])=[CH:14][CH:13]=3)[CH2:10][CH2:9]1)[CH3:7]>CC(C)=O.Cl(O)(=O)(=O)=O>[C:28]([O:27][C@@H:19]1[C@@:20]2([CH3:21])[C:15](=[CH:14][CH:13]=[C:12]3[C@@H:22]2[CH2:23][CH2:24][C@@:25]2([CH3:26])[C@H:11]3[CH2:10][CH2:9][C@@H:8]2[CH:6]([CH:2]=[O:1])[CH3:7])[CH2:16][C@@H:17]([O:31][CH2:32][O:33][CH3:34])[CH2:18]1)(=[O:30])[CH3:29]. The reactants are BrCC1C(OC(O1)(C)C12CC3CC(CC(C1)C3)C2)=O (5-bromomethyl-2-(1-adamantyl)-2-methyl-1,3-dioxolan-4-one), C1CCC2=NCCCN2CC1 (1,8-diazabicyclo[5.4.0]-7-undecene). The solvent is C(C)(C)OC(C)C (isopropyl ether), C(C)(C)OC(C)C (isopropyl ether). Conditions: time 2 hour. The product is C=C1C(OC(O1)(C)C12CC3CC(CC(C1)C3)C2)=O (5-methylene-2-(1-adamantyl)-2-methyl-1,3-dioxolan-4-one). Isolated yield 14.6%. RXN SMILES: Br[CH2:2][CH:3]1[O:7][C:6]([C:9]23[CH2:18][CH:13]4[CH2:14][CH:15]([CH2:17][CH:11]([CH2:12]4)[CH2:10]2)[CH2:16]3)([CH3:8])[O:5][C:4]1=[O:19].C1CCN2C(=NCCC2)CC1>C(OC(C)C)(C)C>[CH2:2]=[C:3]1[O:7][C:6]([C:9]23[CH2:16][CH:15]4[CH2:17][CH:11]([CH2:12][CH:13]([CH2:14]4)[CH2:18]2)[CH2:10]3)([CH3:8])[O:5][C:4]1=[O:19]. Procedure: A mixture obtained by dissolving 16.4 g of 5-bromomethyl-2-(1-adamantyl)-2-methyl-1,3-dioxolan-4-one in 80 ml of isopropyl ether was placed in a flask equipped with an agitator, a thermometer, a condenser and a dropping funnel. While cooling in an ice bath, 9.1 g (0.06 mol) of 1,8-diazabicyclo[5.4.0]-7-undecene diluted with 20 ml of isopropyl ether was added by drops into the solution over 1 hour, followed by stirring at room temperature for 2 hours. After completion of the stirring, the reactio... The reactants are COC(CCN1N=CC2=CC=C(C=C12)NC(CC1=CC=C(C=C1)OC1=CC=CC=C1)=O)OC (N-[1-(3,3-dimethoxypropyl)-1H-indazol-6-yl]-2-(4-phenoxyphenyl)acetamide), Cl (HCl). Run in CC(=O)C (acetone). Yields the product O=CCCN1N=CC2=CC=C(C=C12)NC(CC1=CC=C(C=C1)OC1=CC=CC=C1)=O (N-[1-(3-oxopropyl)-1H-indazol-6-yl]-2-(4-phenoxyphenyl)acetamide). RXN SMILES: C[O:2][CH:3](OC)[CH2:4][CH2:5][N:6]1[C:14]2[C:9](=[CH:10][CH:11]=[C:12]([NH:15][C:16](=[O:31])[CH2:17][C:18]3[CH:23]=[CH:22][C:21]([O:24][C:25]4[CH:30]=[CH:29][CH:28]=[CH:27][CH:26]=4)=[CH:20][CH:19]=3)[CH:13]=2)[CH:8]=[N:7]1.Cl>CC(C)=O>[O:2]=[CH:3][CH2:4][CH2:5][N:6]1[C:14]2[C:9](=[CH:10][CH:11]=[C:12]([NH:15][C:16](=[O:31])[CH2:17][C:18]3[CH:23]=[CH:22][C:21]([O:24][C:25]4[CH:30]=[CH:29][CH:28]=[CH:27][CH:26]=4)=[CH:20][CH:19]=3)[CH:13]=2)[CH:8]=[N:7]1. Procedure details: A mixture of N-[1-(3,3-dimethoxypropyl)-1H-indazol-6-yl]-2-(4-phenoxyphenyl)acetamide (500 mg, 1.12 mmol) and 2N aqueous HCl (2.5 mL) in acetone (5 mL) was heated to 50 C for 3 hours, cooled to room temperature and concentrated under reduced pressure to a volume of ˜2 mL. Diethyl ether (15 mL) was added with stirring and the mixture was filtered. The filtered solid was washed with additional diethyl ether (10 mL) and air-dried to provide the title compound. MS (ESI) 398 (M−H)−. The reactants are OCCCc1cncn1Cc1ccccc1Br, ClCCl, O=S(Cl)Cl. Product: ClCCCc1cncn1Cc1ccccc1Br. As a reaction SMILES: [Br:5][c:6]1[c:7]([CH2:8][n:9]2[cH:10][n:11][cH:12][c:13]2[CH2:14][CH2:15][CH2:16][OH:17])[cH:18][cH:19][cH:20][cH:21]1.[Cl:22][CH2:23][Cl:24].[S:1]([Cl:2])([Cl:3])=[O:4]>>[Cl:3][CH2:16][CH2:15][CH2:14][c:13]1[n:9]([CH2:8][c:7]2[c:6]([Br:5])[cH:21][cH:20][cH:19][cH:18]2)[cH:10][n:11][cH:12]1. Starting materials: C1(CCCCC1)N=C=NC1CCCCC1 (dicyclohexylcarbodiimide), COC(=O)NC(C(=O)O)CC1=CC=C(C2=CC=CC=C12)[N+](=O)[O-] (2-methoxycarbonylamino-3-(4-nitro-naphthalen-1-yl)-propionic acid), N1=CC=CC=C1 (pyridine), C[Si](CCO)(C)C (2-trimethylsilylethanol). Solvent: C(C)#N (acetonitrile). Conditions: time 1 hour. The product is C[Si](CCOC(C(CC1=CC=C(C2=CC=CC=C12)[N+](=O)[O-])NC(=O)OC)=O)(C)C (2-methoxycarbonylamino-3-(4-nitro-naphthalen-1-yl)-propionic acid 2-trimethylsilanyl-ethyl ester). As a reaction SMILES: [CH3:1][O:2][C:3]([NH:5][CH:6]([CH2:10][C:11]1[C:20]2[C:15](=[CH:16][CH:17]=[CH:18][CH:19]=2)[C:14]([N+:21]([O-:23])=[O:22])=[CH:13][CH:12]=1)[C:7]([OH:9])=[O:8])=[O:4].N1C=CC=CC=1.[CH3:30][Si:31]([CH3:36])([CH3:35])[CH2:32][CH2:33]O.C1(N=C=NC2CCCCC2)CCCCC1>C(#N)C>[CH3:30][Si:31]([CH3:36])([CH3:35])[CH2:32][CH2:33][O:8][C:7](=[O:9])[CH:6]([NH:5][C:3]([O:2][CH3:1])=[O:4])[CH2:10][C:11]1[C:20]2[C:15](=[CH:16][CH:17]=[CH:18][CH:19]=2)[C:14]([N+:21]([O-:23])=[O:22])=[CH:13][CH:12]=1. Procedure details: To a mixture of 2-methoxycarbonylamino-3-(4-nitro-naphthalen-1-yl)-propionic acid (0.35 g, 1.1 mmol), pyridine (0.78 mL) and 2-trimethylsilylethanol (0.18 mL, 1.25 mmol, 1.1 eq) in acetonitrile (1.1 mL) cooled in an ice bath was added dicyclohexylcarbodiimide (0.25 g, 1.21 mmol). The mixture was stirred cold for 1 hour, placed in the refrigerator for 14 hours. The reaction mixture was filtered, concentrated under reduced pressure and purified on silica gel eluting with heptane/ethyl acetate (4:1...